From a dataset of the Open Reaction Database (ORD), a public repository of structured organic reaction records. describe an organic reaction: reactants, conditions, products, and yield Reactants: COC(=O)C=1C=C2C(=NC1)N(C(=C2)C(=CC2CCCC2)OS(=O)(=O)C2=CC=C(C=C2)C)S(=O)(=O)C2=CC=CC=C2 (1-benzenesulfonyl-2-[2-cyclopentyl-1-(toluene-4-sulfonyloxy)-vinyl]-1H-pyrrolo[2,3-b]pyridin-5-carboxylic acid methyl ester), CS(=O)(=O)C1=CC=C(C=C1)B(O)O (4-(methanesulfonyl)phenylboronic acid), C([O-])([O-])=O.[Na+].[Na+] (sodium carbonate). The reagents and catalysts are Cl[Pd]([P](C1=CC=CC=C1)(C2=CC=CC=C2)C3=CC=CC=C3)([P](C4=CC=CC=C4)(C5=CC=CC=C5)C6=CC=CC=C6)Cl (dichlorobis(triphenylphosphine)palladium). Solvent: C(C)(=O)OCC (ethyl acetate), O1CCOCC1 (dioxane). Product: COC(=O)C=1C=C2C(=NC1)N(C(=C2)C(=CC2CCCC2)C2=CC=C(C=C2)S(=O)(=O)C)S(=O)(=O)C2=CC=CC=C2 (1-benzenesulfonyl-2-[2-cyclopentyl-1-(4-methanesulfonyl-phenyl)-vinyl]-1H-pyrrolo[2,3-b]pyridin-5-carboxylic acid methyl ester). The yield is 93.1%. As a reaction SMILES: [CH3:1][O:2][C:3]([C:5]1[CH:6]=[C:7]2[CH:13]=[C:12]([C:14](OS(C3C=CC(C)=CC=3)(=O)=O)=[CH:15][CH:16]3[CH2:20][CH2:19][CH2:18][CH2:17]3)[N:11]([S:32]([C:35]3[CH:40]=[CH:39][CH:38]=[CH:37][CH:36]=3)(=[O:34])=[O:33])[C:8]2=[N:9][CH:10]=1)=[O:4].[CH3:41][S:42]([C:45]1[CH:50]=[CH:49][C:48](B(O)O)=[CH:47][CH:46]=1)(=[O:44])=[O:43].C(=O)([O-])[O-].[Na+].[Na+]>O1CCOCC1.C(OCC)(=O)C.Cl[Pd](Cl)([P](C1C=CC=CC=1)(C1C=CC=CC=1)C1C=CC=CC=1)[P](C1C=CC=CC=1)(C1C=CC=CC=1)C1C=CC=CC=1>[CH3:1][O:2][C:3]([C:5]1[CH:6]=[C:7]2[CH:13]=[C:12]([C:14]([C:48]3[CH:49]=[CH:50][C:45]([S:42]([CH3:41])(=[O:44])=[O:43])=[CH:46][CH:47]=3)=[CH:15][CH:16]3[CH2:20][CH2:19][CH2:18][CH2:17]3)[N:11]([S:32]([C:35]3[CH:36]=[CH:37][CH:38]=[CH:39][CH:40]=3)(=[O:34])=[O:33])[C:8]2=[N:9][CH:10]=1)=[O:4] |f:2.3.4,^1:74,93|. Procedure: To a mixture of 1-benzenesulfonyl-2-[2-cyclopentyl-1-(toluene-4-sulfonyloxy)-vinyl]-1H-pyrrolo[2,3-b]pyridin-5-carboxylic acid methyl ester (0.9 g, 1.55 mmol), 4-(methanesulfonyl)phenylboronic acid (930 mg, 4.6 mmol) and dichlorobis(triphenylphosphine)palladium (II) (110 mg, 0.15 mmol) in dioxane (8 mL) was added an aqueous sodium carbonate solution (2 M, 2.3 mL). The resulting mixture was subjected to microwave irradiation for 120 min at 100° C. The mixture was diluted with ethyl acetate (150 m... Isolated yield 91.0%. RXN SMILES: FC1C=CC(S(CCC)(=O)=O)=CC=1C#C[Si](C)(C)C.[C:20]([O:24][C:25](=[O:37])[CH2:26][O:27][C:28]1[CH:33]=[CH:32][C:31]([Cl:34])=[CH:30][C:29]=1[C:35]#[CH:36])([CH3:23])([CH3:22])[CH3:21].Br[C:39]1[CH:52]=[CH:51][C:42]2[C:43](=[O:50])[C:44]([CH3:49])([CH3:48])[S:45](=[O:47])(=[O:46])[C:41]=2[CH:40]=1>>[C:20]([O:24][C:25](=[O:37])[CH2:26][O:27][C:28]1[CH:33]=[CH:32][C:31]([Cl:34])=[CH:30][C:29]=1[C:35]#[C:36][C:39]1[CH:52]=[CH:51][C:42]2[C:43](=[O:50])[C:44]([CH3:49])([CH3:48])[S:45](=[O:46])(=[O:47])[C:41]=2[CH:40]=1)([CH3:23])([CH3:22])[CH3:21]. Procedure: Following the general method as outlined in Intermediate 107, starting from (4-chloro-2-ethynyl-phenoxy)-acetic acid tert-butyl ester (Intermediate 3) and 6-bromo-2,2-dimethyl-1-benzothiophen-3(2H)-one 1,1-dioxide (Intermediate 241), the title compound was obtained in 91% yield after purification by flash column chromatography (silica), eluting with cyclohexane containing increasing amounts of EtOAc. Reactants: FC1=C(C=C(C=C1)S(=O)(=O)CCC)C#C[Si](C)(C)C ({[2-Fluoro-5-(propylsulfonyl)phenyl]ethynyl}trimethyl silane), BrC1=CC2=C(C(C(S2(=O)=O)(C)C)=O)C=C1 (6-bromo-2,2-dimethyl-1-benzothiophen-3(2H)-one 1,1-dioxide), BrC1=CC2=C(C(C(S2(=O)=O)(C)C)=O)C=C1 (6-bromo-2,2-dimethyl-1-benzothiophen-3(2H)-one 1,1-dioxide), C(C)(C)(C)OC(COC1=C(C=C(C=C1)Cl)C#C)=O (tert-butyl(4-chloro-2-ethynylphenoxy)acetate), C(C)(C)(C)OC(COC1=C(C=C(C=C1)Cl)C#C)=O (tert-butyl(4-chloro-2-ethynylphenoxy)acetate). Yields the product C(C)(C)(C)OC(COC1=C(C=C(C=C1)Cl)C#CC1=CC2=C(C(C(S2(=O)=O)(C)C)=O)C=C1)=O (tert-butyl{4-chloro-2-[(2,2-dimethyl-1,1-dioxido-3-oxo-2,3-dihydro-1-benzothien-6-yl)ethynyl]phenoxy}acetate).